Dataset: the Open Reaction Database (ORD), a public repository of structured organic reaction records. Task: describe an organic reaction: reactants, conditions, products, and yield RXN SMILES: Cl[C:2]1[CH:11]=[CH:10][N:9]=[C:8]2[C:3]=1[CH:4]=[CH:5][C:6]([CH3:12])=[N:7]2.[F:13][C:14]1[CH:19]=[CH:18][C:17]([S:20][C:21]2[CH:26]=[CH:25][C:24]([CH3:27])=[CH:23][C:22]=2[NH2:28])=[CH:16][CH:15]=1>>[F:13][C:14]1[CH:19]=[CH:18][C:17]([S:20][C:21]2[CH:26]=[CH:25][C:24]([CH3:27])=[CH:23][C:22]=2[NH:28][C:2]2[C:3]3[C:8](=[N:7][C:6]([CH3:12])=[CH:5][CH:4]=3)[N:9]=[CH:10][CH:11]=2)=[CH:16][CH:15]=1. Starting materials: ClC1=C2C=CC(=NC2=NC=C1)C (5-Chloro-2-methyl-[1,8]naphthyridine), FC1=CC=C(C=C1)SC1=C(C=C(C=C1)C)N (2-(4-Fluoro-phenylsulfanyl)-5-methyl-phenylamine). Yields the product FC1=CC=C(C=C1)SC1=C(C=C(C=C1)C)NC1=CC=NC2=NC(=CC=C12)C ([2-(4-Fluoro-phenylsulfanyl)-5-methyl-phenyl]-(7-methyl-[1,8]naphthyridin-4-yl)-amine). Procedure: The product from Example 1d (167 mg, 0.94 mmol) was reacted with the product from Example 49b (218 mg, 0.94 mmol) for 48 h following the procedure from Example 1g giving the crude title compound which was purified by HPLC with TFA providing the trifluoroacetic acid salt (224 mg, 49%). 1H NMR (300 MHz, DMSO-d6) δ ppm: 2.37 (m, 3H) 2.77 (m, 3H) 6.29 (d, J=6.99 Hz, 1H) 7.10 (m, 2H) 7.32 (m, 5H) 7.80 (d, J=8.46 Hz, 1H) 8.41 (d, J=6.99 Hz, 1H) 8.95 (d, J=8.46 Hz, 1H) 11.04 (br. s., 1H) 14.43 (br. s.,... Reactants: CNC1=C(CSC=2NC=3C(=NC=CC3)N2)C=CC=C1 (2-[2-(methylamino)benzylthio]imidazo[4,5-b]pyridine), C(=O)(O)[O-].[Na+] (NaHCO3), [Cl-].[Na+] (sodium chloride), ClC1=CC(=CC=C1)C(=O)OO (m-chloroperbenzoic acid). Run in CO (methanol), C(Cl)(Cl)Cl (chloroform). Reaction conditions: time 15 minute. Yields the product CNC1=C(CS(=O)C=2NC=3C(=NC=CC3)N2)C=CC=C1 (2-[2-(methylamino)benzylsulfinyl]imidazo[4,5-b]-pyridine). As a reaction SMILES: [CH3:1][NH:2][C:3]1[CH:19]=[CH:18][CH:17]=[CH:16][C:4]=1[CH2:5][S:6][C:7]1[NH:8][C:9]2[C:10]([N:15]=1)=[N:11][CH:12]=[CH:13][CH:14]=2.[Cl-].[Na+].ClC1C=CC=C(C(OO)=[O:30])C=1.C([O-])(O)=O.[Na+]>CO.C(Cl)(Cl)Cl>[CH3:1][NH:2][C:3]1[CH:19]=[CH:18][CH:17]=[CH:16][C:4]=1[CH2:5][S:6]([C:7]1[NH:8][C:9]2[C:10]([N:15]=1)=[N:11][CH:12]=[CH:13][CH:14]=2)=[O:30] |f:1.2,4.5|. Procedure details: In a mixture of 1 ml of methanol and 30 ml of chloroform was dissolved 1.5 g of 2-[2-(methylamino)benzylthio]imidazo[4,5-b]pyridine. To the resulting solution was portionwise added under chilling with ice and aqueous sodium chloride solution to -5° C. 1.08 g of m-chloroperbenzoic acid (purity: 80%) over a period of 20 min., maintaining the temperature of the solution at -5° C.±3° C. The reaction mixture was stirred for additional 15 min. at the same temperature, and to the mixture was added a sa... Starting materials: CN(N=O)C(=N)N[N+](=O)[O-], CC(=O)O, CCOC(=O)C=Cc1cc(F)c(O)c(F)c1, [K+], C=[N+]=[N-], CC(=O)[O-], CC(=O)[O-], [OH-], O, [Pd+2]. Yields the product CCOC(=O)C1CC1c1cc(F)c(O)c(F)c1. RXN SMILES: [CH3:1][N:2]([N:3]=[O:4])[C:5]([NH:6][N+:7]([O-:8])=[O:9])=[NH:10].[CH3:42][C:43](=[O:44])[OH:45].[F:16][c:17]1[cH:18][c:19]([CH:25]=[CH:26][C:27](=[O:28])[O:29][CH2:30][CH3:31])[cH:20][c:21]([F:24])[c:22]1[OH:23].[K+:12].[N+:13](=[N-:14])=[CH2:15].[O-:34][C:35]([CH3:36])=[O:37].[O-:38][C:39]([CH3:40])=[O:41].[OH-:11].[OH2:32].[Pd+2:33]>>[CH2:15]1[CH:25]([c:19]2[cH:18][c:17]([F:16])[c:22]([OH:23])[c:21]([F:24])[cH:20]2)[CH:26]1[C:27](=[O:28])[O:29][CH2:30][CH3:31]. As a reaction SMILES: [Br:6][CH2:7][CH2:8][CH2:9][C:10](=[O:11])[O:12][CH2:13][CH3:14].[C:1]([NH2:2])([S-:3])=[S:4].[CH3:15][CH2:16][OH:17].[NH4+:5]>>[C:1]([NH2:2])([S:3][CH2:7][CH2:8][CH2:9][C:10](=[O:11])[O:12][CH2:13][CH3:14])=[S:4]. The reactants are CCOC(=O)CCCBr, NC(=S)[S-], CCO, [NH4+]. Product: CCOC(=O)CCCSC(N)=S. Starting materials: CCC(=O)N(C)C, Cc1ccccc1, Nc1ccc(Cl)nn1. The product is CCC(=Nc1ccc(Cl)nn1)N(C)C. Reaction SMILES: [C:1]([CH2:2][CH3:3])(=[O:4])[N:5]([CH3:6])[CH3:7].[CH3:16][c:17]1[cH:18][cH:19][cH:20][cH:21][cH:22]1.[NH2:8][c:9]1[n:10][n:11][c:12]([Cl:15])[cH:13][cH:14]1>>[C:1]([CH2:2][CH3:3])([N:5]([CH3:6])[CH3:7])=[N:8][c:9]1[n:10][n:11][c:12]([Cl:15])[cH:13][cH:14]1.